This data is from the Open Reaction Database (ORD), a public repository of structured organic reaction records. The task is: describe an organic reaction: reactants, conditions, products, and yield The reactants are C=O, CC(=O)O, CO, NCCc1csc(N)n1. The product is Nc1nc2c(s1)CNCC2. RXN SMILES: [CH2:14]=[O:15].[CH3:10][C:11](=[O:12])[OH:13].[CH3:16][OH:17].[NH2:1][c:2]1[s:3][cH:4][c:5]([CH2:7][CH2:8][NH2:9])[n:6]1>>[NH2:1][c:2]1[s:3][c:4]2[c:5]([n:6]1)[CH2:7][CH2:8][NH:9][CH2:10]2.